This data is from the Open Reaction Database (ORD), a public repository of structured organic reaction records. The task is: describe an organic reaction: reactants, conditions, products, and yield Starting materials: N(=[N+]=[N-])CC1N(CCC1)CC1=CC=CC=C1 (2-azidomethyl-1-benzylpyrrolidine). Reagents/catalysts: [C].[Pd] (palladium carbon). Run in C(C)O (ethanol). Reaction conditions: time 5 hour. Product: NCC1N(CCC1)CC1=CC=CC=C1 (2-aminomethyl-1-benzylpyrrolidine). Isolated yield 91.8%. Reaction SMILES: [N:1]([CH2:4][CH:5]1[CH2:9][CH2:8][CH2:7][N:6]1[CH2:10][C:11]1[CH:16]=[CH:15][CH:14]=[CH:13][CH:12]=1)=[N+]=[N-]>C(O)C.[C].[Pd]>[NH2:1][CH2:4][CH:5]1[CH2:9][CH2:8][CH2:7][N:6]1[CH2:10][C:11]1[CH:16]=[CH:15][CH:14]=[CH:13][CH:12]=1 |f:2.3|. Reported procedure: 668.5 mg of the 2-azidomethyl-1-benzylpyrrolidine crude product obtained was dissolved in 5 mL of ethanol, to which 160 mg of 10% palladium carbon was added, and stirred at room temperature under an atmosphere of hydrogen gas for 5 hours. The 10% palladium carbon was celite-filtered, and the filtered product was washed with methanol. The solvent was evaporated, and the residue was purified by silica gel chromatography (chloroform to chloroform:methanol=30:1 to chloroform:methanol=15:1) to obtain... Reactants: C(C1=CC=CC=C1)OC1=CC=C(C=N1)C=1C=C(C=CC1)C=1C=C(C=C2C=CC=NC12)C(C)(C)S(=O)(=O)C (8-[3-(6-Benzyloxy-pyridin-3-yl)-phenyl]-6-(1-methanesulfonyl-1-methyl-ethyl)-quinolin), C(=O)(C(F)(F)F)O (TFA). The solvent is C(Cl)Cl (CH2Cl2). Run at time 72 hour. Product: CS(=O)(=O)C(C)(C)C=1C=C2C=CC=NC2=C(C1)C=1C=C(C=CC1)C=1C=CC(NC1)=O (5-{3-[6-(1-Methanesulfonyl-1-methyl-ethyl)-quinolin-8-yl]-phenyl}-1H-pyridin-2-one). As a reaction SMILES: C([O:8][C:9]1[N:14]=[CH:13][C:12]([C:15]2[CH:16]=[C:17]([C:21]3[CH:22]=[C:23]([C:31]([S:34]([CH3:37])(=[O:36])=[O:35])([CH3:33])[CH3:32])[CH:24]=[C:25]4[C:30]=3[N:29]=[CH:28][CH:27]=[CH:26]4)[CH:18]=[CH:19][CH:20]=2)=[CH:11][CH:10]=1)C1C=CC=CC=1.C(O)(C(F)(F)F)=O>C(Cl)Cl>[CH3:37][S:34]([C:31]([C:23]1[CH:24]=[C:25]2[C:30](=[C:21]([C:17]3[CH:16]=[C:15]([C:12]4[CH:11]=[CH:10][C:9](=[O:8])[NH:14][CH:13]=4)[CH:20]=[CH:19][CH:18]=3)[CH:22]=1)[N:29]=[CH:28][CH:27]=[CH:26]2)([CH3:33])[CH3:32])(=[O:35])=[O:36]. Reported procedure: To a solution of 8-[3-(6-Benzyloxy-pyridin-3-yl)-phenyl]-6-(1-methanesulfonyl-1-methyl-ethyl)-quinoline from Step 2 (1.0 eq.) in CH2Cl2 (0.2M) was added an equi volume of TFA. The mixture was stirred for 72 h, concentrated, poured in saturated aqueous NaHCO3 and extracted with EtOAc (2×). The combined organic extracts were washed with brine, dried over Na2SO4, filtered and concentrated. Flash chromatography (CH2Cl2:MeOH; 95:5) afforded the title compound as a light yellow solid. 1H NMR (500 MHz,... Reactants: C(C1=CC=CC=C1)OC1=C(C=C2C(=NC=NC2=C1)Cl)F (7-(benzyloxy)-4chloro-6-fluoroquinazoline), NC=1C=NN(C1)CC(=O)NC1=CC(=CC=C1)F (2-(4-amino-1H-pyrazol-1-yl)-N-(3-fluorophenyl)acetamide). The solvent is C(C)(C)O (isopropanol), C(C)OCC (diethyl ether). Conditions: temperature 80 celsius. Yields the product Cl.C(C1=CC=CC=C1)OC1=C(C=C2C(=NC=NC2=C1)NC=1C=NN(C1)CC(=O)NC1=CC(=CC=C1)F)F (2-(4-{[7-(benzyloxy)-6-fluoroquinazolin-4-yl]amino}-1H-pyrazol-1-yl)-N-(3-fluorophenyl)acetamide hydrochloride). Yield: 95.4%. As a reaction SMILES: [CH2:1]([O:8][C:9]1[CH:18]=[C:17]2[C:12]([C:13]([Cl:19])=[N:14][CH:15]=[N:16]2)=[CH:11][C:10]=1[F:20])[C:2]1[CH:7]=[CH:6][CH:5]=[CH:4][CH:3]=1.[NH2:21][C:22]1[CH:23]=[N:24][N:25]([CH2:27][C:28]([NH:30][C:31]2[CH:36]=[CH:35][CH:34]=[C:33]([F:37])[CH:32]=2)=[O:29])[CH:26]=1>C(O)(C)C.C(OCC)C>[ClH:19].[CH2:1]([O:8][C:9]1[CH:18]=[C:17]2[C:12]([C:13]([NH:21][C:22]3[CH:23]=[N:24][N:25]([CH2:27][C:28]([NH:30][C:31]4[CH:36]=[CH:35][CH:34]=[C:33]([F:37])[CH:32]=4)=[O:29])[CH:26]=3)=[N:14][CH:15]=[N:16]2)=[CH:11][C:10]=1[F:20])[C:2]1[CH:7]=[CH:6][CH:5]=[CH:4][CH:3]=1 |f:4.5|. Reported procedure: A mixture of 7-(benzyloxy)-4chloro-6-fluoroquinazoline (0.288 g, 1.0 mmol) and 2-(4-amino-1H-pyrazol-1-yl)-N-(3-fluorophenyl)acetamide (0.234 g, 1.0 mmol) in isopropanol (5 ml) was heated at 80° C. for 10 minutes. The mixture was allowed to cool to room temperature and then diluted with diethyl ether. The resultant solid was filtered to give 2-(4-{[7-(benzyloxy)-6-fluoroquinazolin-4-yl]amino}-1H-pyrazol-1-yl)-N-(3-fluorophenyl)acetamide hydrochloride (0.499 g, 95% yield) as a yellow solid: